From a dataset of the Open Reaction Database (ORD), a public repository of structured organic reaction records. describe an organic reaction: reactants, conditions, products, and yield Starting materials: COC1=C(C=C(C=C1C(F)(F)F)CCC(=O)OCC)C(F)(F)F (ethyl 3-[4-methoxy-3,5-bis(trifluoromethyl)phenyl]propanoate), B(Br)(Br)Br (BBr3). Solvent: ClCCl (dichloromethane). Run at time 2 hour. Product: OC1=C(C=C(C=C1C(F)(F)F)CCC(=O)OCC)C(F)(F)F (Ethyl 3-[4-hydroxy-3,5-bis(trifluoromethyl)phenyl]propanoate). Reaction SMILES: C[O:2][C:3]1[C:8]([C:9]([F:12])([F:11])[F:10])=[CH:7][C:6]([CH2:13][CH2:14][C:15]([O:17][CH2:18][CH3:19])=[O:16])=[CH:5][C:4]=1[C:20]([F:23])([F:22])[F:21].B(Br)(Br)Br>ClCCl>[OH:2][C:3]1[C:4]([C:20]([F:21])([F:22])[F:23])=[CH:5][C:6]([CH2:13][CH2:14][C:15]([O:17][CH2:18][CH3:19])=[O:16])=[CH:7][C:8]=1[C:9]([F:10])([F:11])[F:12]. Procedure details: Into a 50-mL round-bottom flask (1 atm) purged and maintained with an inert atmosphere of nitrogen, was placed ethyl 3-[4-methoxy-3,5-bis(trifluoromethyl)phenyl]propanoate (270 mg, 0.78 mmol, 1.00 equiv), dichloromethane (5.0 mL). That was followed by adding BBr3 (1N in dichloromethane) (1.57 mL) dropwise at −78 degree C. The resulting solution was warmed to room temperature and stirred for 2 h at 25° C. The reaction progress was monitored by LCMS. The reaction was then quenched by the addition ...